From a dataset of the Open Reaction Database (ORD), a public repository of structured organic reaction records. describe an organic reaction: reactants, conditions, products, and yield The reactants are C(C)C1=NOC(=C1)CP(OCC)(=O)OCC (diethyl (3-ethyl-isoxazol-5-yl)-methanephosphonate), COC(C)OC1=C(C=O)C=CC=C1 (o-(1-methoxyethoxy)-benzaldehyde). Yields the product C(C)C1=NOC(=C1)C=CC1=C(C=CC=C1)O (3-Ethyl-5-(2-hydroxy-styryl)-isoxazole). RXN SMILES: [CH2:1]([C:3]1[CH:7]=[C:6]([CH2:8]P(OCC)(=O)OCC)[O:5][N:4]=1)[CH3:2].COC([O:21][C:22]1[CH:29]=[CH:28][CH:27]=[CH:26][C:23]=1[CH:24]=O)C>>[CH2:1]([C:3]1[CH:7]=[C:6]([CH:8]=[CH:24][C:23]2[CH:26]=[CH:27][CH:28]=[CH:29][C:22]=2[OH:21])[O:5][N:4]=1)[CH3:2]. Procedure details: Using the method described in Example I, 6 g (0.02 mole) of diethyl (3-ethyl-isoxazol-5-yl)-methanephosphonate and 4.4 g (0.02 mole) of o-(1-methoxyethoxy)-benzaldehyde are reacted and the product is recrystallized from isopropanol. 1.7 g (32% of theory) of colorless crystals, of melting point 175°-176° C., are obtained. Reactants: C(C)(=O)OCC (ethyl acetate), Cl (hydrochloric acid), BrC=1SC(=CN1)C(CC(=O)OCC)C1=CNC2=C(C=CC=C12)CSC (Ethyl 3-(2-bromo-1,3-thiazol-5-yl)-3-{7-[(methylsulfanyl)methyl]-1H-indol-3-yl}propanoate), solution, [H-].C(C(C)C)[Al+]CC(C)C (diisobutylaluminum hydride). The solvent is O (water), O1CCCC1 (tetrahydrofuran), CCCCCCC.O1CCCC1 (heptane tetrahydrofuran), O1CCCC1 (tetrahydrofuran). Run at time 1 hour. The product is BrC=1SC(=CN1)C(CCO)C1=CNC2=C(C=CC=C12)CSC (3-(2-Bromo-1,3-thiazol-5-yl)-3-{7-[(methylsulfanyl)methyl]-1H-indol-3-yl}propan-1-ol). As a reaction SMILES: [Br:1][C:2]1[S:3][C:4]([CH:7]([C:14]2[C:22]3[C:17](=[C:18]([CH2:23][S:24][CH3:25])[CH:19]=[CH:20][CH:21]=3)[NH:16][CH:15]=2)[CH2:8][C:9](OCC)=[O:10])=[CH:5][N:6]=1.[H-].C([Al+]CC(C)C)C(C)C.C(OCC)(=O)C.Cl>O1CCCC1.CCCCCCC.O1CCCC1.O>[Br:1][C:2]1[S:3][C:4]([CH:7]([C:14]2[C:22]3[C:17](=[C:18]([CH2:23][S:24][CH3:25])[CH:19]=[CH:20][CH:21]=3)[NH:16][CH:15]=2)[CH2:8][CH2:9][OH:10])=[CH:5][N:6]=1 |f:1.2,6.7|. Procedure details: A solution of 1.19 g (2.71 mmol) of the compound from Example 50A in 25 ml of tetrahydrofuran was added dropwise to 8.13 ml (8.13 mmol) of a 1N solution of diisobutylaluminum hydride in heptane/tetrahydrofuran and 25 ml of tetrahydrofuran at RT. The mixture was stirred at RT for 1 h, and the solution was mixed with ethyl acetate, water and 1N hydrochloric acid. The phases were separated, the aqueous phase was extracted three times with ethyl acetate, and the combined organic phases were washed w... Reported procedure: A mixture of 60.0 (0.167 mole) of 2-amino-3-(4-fluorobenzoyl)-5-methyl-α-(propylthio)phenylacetamide in 2.4 liters of tetrahydrofuran was treated with 400 g of wet Raney nickel (washed with water and titrated to constant pH 7 with acetic acid, washed again with water and then washed 3 times with tetrahydrofuran). The mixture was filtered and the filtrate was concentrated. The residue was triturated with hot isopropyl ether and recrystallized from isopropyl alcohol to give 43.6 (91%) of the title... Run in O1CCCC1 (tetrahydrofuran). Yields the product 43.6, NC1=C(C=C(C=C1C(C1=CC=C(C=C1)F)=O)C)CC(=O)N (2-Amino-3-(4-fluorobenzoyl)-5-methylphenylacetamide). Yield: 91.0%. The reactants are 60.0, NC1=C(C=C(C=C1C(C1=CC=C(C=C1)F)=O)C)C(C(=O)N)SCCC (2-amino-3-(4-fluorobenzoyl)-5-methyl-α-(propylthio)phenylacetamide). Reagents/catalysts: [Ni] (Raney nickel). Reaction SMILES: [NH2:1][C:2]1[C:7]([C:8](=[O:16])[C:9]2[CH:14]=[CH:13][C:12]([F:15])=[CH:11][CH:10]=2)=[CH:6][C:5]([CH3:17])=[CH:4][C:3]=1[CH:18](SCCC)[C:19]([NH2:21])=[O:20]>O1CCCC1.[Ni]>[NH2:1][C:2]1[C:7]([C:8](=[O:16])[C:9]2[CH:10]=[CH:11][C:12]([F:15])=[CH:13][CH:14]=2)=[CH:6][C:5]([CH3:17])=[CH:4][C:3]=1[CH2:18][C:19]([NH2:21])=[O:20]. The reactants are C(#N)C1=NC=CC=C1C1=C(C(=CN1)CN(C(OC(C)(C)C)=O)C)F (tert-butyl {[5-(2-cyanopyridin-3-yl)-4-fluoro-1H-pyrrol-3-yl]methyl}methylcarbamate), C1COCCOCCOCCOCCO1 (15-crown-5), FC=1C=C(C=CC1)S(=O)(=O)Cl (3-fluorobenzenesulfonyl chloride), [H-].[Na+] (sodium hydride). The solvent is O1CCCC1 (tetrahydrofuran), O1CCCC1 (tetrahydrofuran), O (water). Conditions: time 3 hour. Product: C(#N)C1=NC=CC=C1C1=C(C(=CN1S(=O)(=O)C1=CC(=CC=C1)F)CN(C(OC(C)(C)C)=O)C)F (tert-butyl ({5-(2-cyanopyridin-3-yl)-4-fluoro-1-[(3-fluorophenyl)sulfonyl]-1H-pyrrol-3-yl}methyl)methylcarbamate). Yield: 91.2%. RXN SMILES: [H-].[Na+].[C:3]([C:5]1[C:10]([C:11]2[NH:15][CH:14]=[C:13]([CH2:16][N:17]([CH3:25])[C:18](=[O:24])[O:19][C:20]([CH3:23])([CH3:22])[CH3:21])[C:12]=2[F:26])=[CH:9][CH:8]=[CH:7][N:6]=1)#[N:4].C1OCCOCCOCCOCCOC1.[F:42][C:43]1[CH:44]=[C:45]([S:49](Cl)(=[O:51])=[O:50])[CH:46]=[CH:47][CH:48]=1>O1CCCC1.O>[C:3]([C:5]1[C:10]([C:11]2[N:15]([S:49]([C:45]3[CH:46]=[CH:47][CH:48]=[C:43]([F:42])[CH:44]=3)(=[O:51])=[O:50])[CH:14]=[C:13]([CH2:16][N:17]([CH3:25])[C:18](=[O:24])[O:19][C:20]([CH3:22])([CH3:23])[CH3:21])[C:12]=2[F:26])=[CH:9][CH:8]=[CH:7][N:6]=1)#[N:4] |f:0.1|. Reported procedure: To a suspension of sodium hydride (60% in oil, 60 mg) in tetrahydrofuran (5 mL) were added dropwise a solution (5 mL) of tert-butyl {[5-(2-cyanopyridin-3-yl)-4-fluoro-1H-pyrrol-3-yl]methyl}methylcarbamate (330 mg) in tetrahydrofuran, 15-crown-5 (330 mg) and 3-fluorobenzenesulfonyl chloride (292 mg) under ice-cooling and the mixture was stirred for 3 hr. The reaction mixture was diluted with water, and extracted with ethyl acetate. The separated aqueous layer was extracted again with ethyl acetat... Reactants: N[C@H]([C@H](CCC1S(CCCS1(=O)=O)(=O)=O)O)CC1CCCCC1 (2-[(3S, 4S)-4-amino-5-cyclohexyl-3-hydroxypentyl]-1,3-dithiane 1,1,3,3-tetroxide), C(=O)(OC(C)(C)C)N1C(O[C@H]([C@@]1(C1CCCCC1)C)CCOS(=O)(=O)C)(C)C ((4S,5S)-3-BOC-4-cyclohexyl-methyl-5-(2-methansulfonyloxy-ethyl)-2,2-di-methyl-oxazolidine), 5-(2-cyanoethyl), N[C@H]([C@H](CCCC1S(CCCS1(=O)=O)(=O)=O)O)CC1CCCCC1 (2-[(4S,5S)-5-amino-6-cyclohexyl-4-hydroxy-hexyl ]-1,3-dithiane 1,1,3,3-tetroxide), C1(=C(C(=C(C(=C1F)F)F)N)F)N.Cl.Cl (dihydrochloride), S1(CS(CCC1)(=O)=O)(=O)=O (1,3-dithiane 1,1,3,3-tetroxide). The product is C(=O)(OC(C)(C)C)N1C(O[C@H]([C@@H]1CC1CCCCC1)CCCC1S(CCCS1(=O)=O)(=O)=O)(C)C (2-[3-((4S,5S)-3-BOC-4-cyclohexylmethyl-2,2-dimethyl- 5-oxazolidinyl)-propyl]-1,3-dithiane 1,1,3,3-tetroxide). As a reaction SMILES: N[C@@H:2]([CH2:17][CH:18]1[CH2:23][CH2:22][CH2:21][CH2:20][CH2:19]1)[C@@H:3](O)[CH2:4][CH2:5][CH:6]1[S:11](=[O:13])(=[O:12])[CH2:10][CH2:9][CH2:8][S:7]1(=[O:15])=[O:14].N[C@@H:25](CC1CCCCC1)[C@@H](O)CCCC1S(=O)(=O)CCCS1(=O)=O.C1(N)C(F)=C(F)C(F)=C(N)C=1F.Cl.Cl.[C:62]([N:69]1[C@@](C)(C2CCCCC2)[C@H](CCOS(C)(=O)=O)[O:71][C:70]1([CH3:89])[CH3:88])([O:64][C:65]([CH3:68])([CH3:67])[CH3:66])=[O:63].S1(=O)(=O)CCCS(=O)(=O)C1>>[C:62]([N:69]1[C@@H:17]([CH2:18][CH:23]2[CH2:22][CH2:21][CH2:20][CH2:19][CH2:25]2)[C@H:2]([CH2:3][CH2:4][CH2:5][CH:6]2[S:7](=[O:14])(=[O:15])[CH2:8][CH2:9][CH2:10][S:11]2(=[O:12])=[O:13])[O:71][C:70]1([CH3:88])[CH3:89])([O:64][C:65]([CH3:66])([CH3:67])[CH3:68])=[O:63] |f:2.3.4|. Procedure: In analogy to Example 3, there are obtained from2-[(2S,3S)-3-amino-4-cyclohexyl-2-hydroxy-butyl]-1,3-dithiane 1, 1,3,3-tetroxide or from 2-[(3S, 4S)-4-amino-5-cyclohexyl-3-hydroxypentyl]-1,3-dithiane 1,1,3,3-tetroxide or from 2-[(4S,5S)-5-amino-6-cyclohexyl-4-hydroxy-hexyl ]-1,3-dithiane 1,1,3,3-tetroxide [dihydrochloride, m.p. 209°-210° , FAB 382, obtainable from (4S,5S)-3-BOC-4-cyclohexyl-methyl-5-(2-methansulfonyloxy-ethyl)-2,2-di-methyl-oxazolidine via the corresponding 5-(2-cyanoethyl)-, 5-... Reactants: CCN=C=NCCCN(C)C, CS(C)=O, O=C([O-])C(F)(F)F, N#CCOCC#CCN1C(=O)CCCC1CO, c1ccccc1, c1cc[nH+]cc1. The product is N#CCOCC#CCN1C(=O)CCCC1C=O. RXN SMILES: [CH3:1][CH2:2][N:3]=[C:4]=[N:5][CH2:6][CH2:7][CH2:8][N:9]([CH3:10])[CH3:11].[CH3:29][S:30]([CH3:31])=[O:32].[F:33][C:34]([F:35])([F:36])[C:37]([O-:38])=[O:39].[OH:12][CH2:13][CH:14]1[N:15]([CH2:21][C:22]#[C:23][CH2:24][O:25][CH2:26][C:27]#[N:28])[C:16](=[O:20])[CH2:17][CH2:18][CH2:19]1.[cH:46]1[cH:47][cH:48][cH:49][cH:50][cH:51]1.[nH+:40]1[cH:41][cH:42][cH:43][cH:44][cH:45]1>>[O:12]=[CH:13][CH:14]1[N:15]([CH2:21][C:22]#[C:23][CH2:24][O:25][CH2:26][C:27]#[N:28])[C:16](=[O:20])[CH2:17][CH2:18][CH2:19]1. Starting materials: C1(=CC=CC=C1)C1=NC=C(C=N1)Br (2-phenyl-5-bromopyrimidine), C(=CCCCCCCCC)OC1=NC=C(C=C1)B(O)O (2-decenyloxypyridine-5-boronic acid). Product: C(CCCCCCCC=C)OC1=NC=C(C=C1)C=1C=NC(=NC1)C1=CC=CC=C1 (5-[2-(9-Decenyloxy)pyrid-5-yl]-2-phenylpyrimidine). Procedure: The synthesis was carried out analogously to Example 27 from 2-phenyl-5-bromopyrimidine and 2-decenyloxypyridine-5-boronic acid. As a reaction SMILES: [C:1]1([C:7]2[N:12]=[CH:11][C:10](Br)=[CH:9][N:8]=2)[CH:6]=[CH:5][CH:4]=[CH:3][CH:2]=1.[CH:14]([O:24][C:25]1[CH:30]=[CH:29][C:28](B(O)O)=[CH:27][N:26]=1)=[CH:15][CH2:16][CH2:17][CH2:18][CH2:19][CH2:20][CH2:21][CH2:22][CH3:23]>>[CH2:14]([O:24][C:25]1[CH:30]=[CH:29][C:28]([C:10]2[CH:9]=[N:8][C:7]([C:1]3[CH:6]=[CH:5][CH:4]=[CH:3][CH:2]=3)=[N:12][CH:11]=2)=[CH:27][N:26]=1)[CH2:15][CH2:16][CH2:17][CH2:18][CH2:19][CH2:20][CH2:21][CH:22]=[CH2:23].